This data is from the Open Reaction Database (ORD), a public repository of structured organic reaction records. The task is: describe an organic reaction: reactants, conditions, products, and yield Yields the product C(C1=CC=CC=C1)OC=1C=C2C=CN(C2=CC1)C(C)CCC (5-(benzyloxy)-1-(pentan-2-yl)-1H-indole). Procedure details: 5-Benzyloxyindole (7) (8.81 g, 39.5 mmol, 1.0 equiv., supplied by Combi-Blocks) was dissolved in anhydrous DMF (100 mL) and the solution was cooled to 0° C. Dry sodium hydride (1.89 g, 78.9 mmol, 2.0 equiv.) was added slowly. The mixture was warmed to room temperature over 30 minutes. 2-Pentyl-tosylate was added dropwise. The mixture was stirred for 18 h. Water was added slowly (dropwise at first) to quench excess NaH. The resulting mixture was extracted once with ether, and then washed with wat... Run in CN(C)C=O (DMF). Starting materials: O (Water), C(C1=CC=CC=C1)OC=1C=C2C=CNC2=CC1 (5-benzyloxyindole), C(CCCC)C1=C(S(=O)(=O)[O-])C=CC(=C1)C (2-Pentyl-tosylate), [H-].[Na+] (sodium hydride). RXN SMILES: [CH2:1]([O:8][C:9]1[CH:10]=[C:11]2[C:15](=[CH:16][CH:17]=1)[NH:14][CH:13]=[CH:12]2)[C:2]1[CH:7]=[CH:6][CH:5]=[CH:4][CH:3]=1.[H-].[Na+].[CH2:20]([C:25]1C=C(C)C=C[C:26]=1S([O-])(=O)=O)[CH2:21][CH2:22]CC.O>CN(C=O)C>[CH2:1]([O:8][C:9]1[CH:10]=[C:11]2[C:15](=[CH:16][CH:17]=1)[N:14]([CH:21]([CH2:20][CH2:25][CH3:26])[CH3:22])[CH:13]=[CH:12]2)[C:2]1[CH:3]=[CH:4][CH:5]=[CH:6][CH:7]=1 |f:1.2|. Reaction conditions: temperature 0 celsius, time 18 hour. Starting materials: ketone, C(C)C(=O)CC (diethyl ketone), carboxylic acid, C(C1=CC=CC=C1)(=O)O (benzoic acid). The product is C(CC)(=O)C1=CC=CC=C1 (propiophenone). Reaction SMILES: [C:1]([OH:9])(=O)[C:2]1[CH:7]=[CH:6][CH:5]=[CH:4][CH:3]=1.[CH2:10](C(CC)=O)[CH3:11]>>[C:1]([C:2]1[CH:3]=[CH:4][CH:5]=[CH:6][CH:7]=1)(=[O:9])[CH2:10][CH3:11]. Reported procedure: A method according to claim 1 wherein the ketone is diethyl ketone and the carboxylic acid is benzoic acid to yield propiophenone.